Dataset: the Open Reaction Database (ORD), a public repository of structured organic reaction records. Task: describe an organic reaction: reactants, conditions, products, and yield Starting materials: [OH-].[NH4+] (ammonium hydroxide), C(C)OC(=O)C1C(CCCCCCC1)=O (2-Ethoxycarbonyl-cyclononanone), [N-]=[N+]=[N-].[Na+] (sodium azide), CS(=O)(=O)O (Methanesulfonic acid). The solvent is C(Cl)(Cl)Cl (chloroform). Reaction conditions: temperature 0 celsius, time 30 minute. Product: O=C1NC(CCCCCCC1)C(=O)OCC (ethyl 2-oxo-1-azacyclodecane-10-carboxylate). Reaction SMILES: [CH2:1]([O:3][C:4]([CH:6]1[CH2:14][CH2:13][CH2:12][CH2:11][CH2:10][CH2:9][CH2:8][C:7]1=[O:15])=[O:5])[CH3:2].CS(O)(=O)=O.[N-:21]=[N+]=[N-].[Na+].[OH-].[NH4+]>C(Cl)(Cl)Cl>[O:15]=[C:7]1[CH2:8][CH2:9][CH2:10][CH2:11][CH2:12][CH2:13][CH2:14][CH:6]([C:4]([O:3][CH2:1][CH3:2])=[O:5])[NH:21]1 |f:2.3,4.5|. Procedure details: 2-Ethoxycarbonyl-cyclononanone (13.72 g, 64.7 mmol) is dissolved in chloroform (200 mL) and cooled to 0° C. Methanesulfonic acid (62.4 g, 650 mmol) is added, followed by sodium azide (12.68 g, 195 mmol). The reaction is stirred at room temperature for 30 minutes, and then heated to reflux for 4 hours. The reaction mixture is poured onto ice, made basic with concentrated ammonium hydroxide (pH=9), and extracted several times with methylene chloride. The combined organic layers are dried (MgSO4), ... Reactants: CN1CCCC1=O, Nc1cc(Cl)c(C(=O)Nc2ccc3cn[nH]c3c2)cc1[N+](=O)[O-], c1c[nH]cn1. Product: Nc1cc(-n2ccnc2)c(C(=O)Nc2ccc3cn[nH]c3c2)cc1[N+](=O)[O-]. As a reaction SMILES: [CH3:29][N:30]1[CH2:31][CH2:32][CH2:33][C:34]1=[O:35].[NH2:1][c:2]1[cH:3][c:4]([Cl:23])[c:5]([C:6](=[O:7])[NH:8][c:9]2[cH:10][cH:11][c:12]3[cH:13][n:14][nH:15][c:16]3[cH:17]2)[cH:18][c:19]1[N+:20](=[O:21])[O-:22].[nH:24]1[cH:25][n:26][cH:27][cH:28]1>>[NH2:1][c:2]1[cH:3][c:4](-[n:24]2[cH:25][n:26][cH:27][cH:28]2)[c:5]([C:6](=[O:7])[NH:8][c:9]2[cH:10][cH:11][c:12]3[cH:13][n:14][nH:15][c:16]3[cH:17]2)[cH:18][c:19]1[N+:20](=[O:21])[O-:22].